From a dataset of the Open Reaction Database (ORD), a public repository of structured organic reaction records. describe an organic reaction: reactants, conditions, products, and yield Starting materials: 7,8-dihydro, 7,8-dihydrocalanolide A, CCCC1=CC(=O)OC2=C1C3=C(C4=C2[C@H]([C@H]([C@@H](O4)C)C)O)CCC(O3)(C)C (7,8-dihydrocalanolide B), 7,8-dihydrocostatolide, 7,8-dihydrocostatolide, CCCC1=CC(=O)OC2=C1C3=C(C4=C2C(C(C(O4)C)C)O)C=CC(O3)(C)C (calanolide A), 7,8-dihydro. The reagents and catalysts are O=[Pt]=O (PtO2). Run in CO (MeOH). Yields the product C[C@H]1[C@@H](OC=2C3=C(C4=C(C2[C@H]1O)OC(=O)C=C4C=5C=CC=CC5)OC(C=C3)(C)C)C (soulattrolide). As a reaction SMILES: [CH3:1][CH2:2][CH2:3][C:4]1[C:10]2[C:11]3[O:25][C:24]([CH3:27])([CH3:26])[CH2:23][CH2:22][C:12]=3[C:13]3[O:18][C@@H:17]([CH3:19])[C@H:16]([CH3:20])[C@H:15]([OH:21])[C:14]=3[C:9]=2[O:8][C:6](=[O:7])[CH:5]=1.[CH3:28][CH2:29][CH2:30]C1C2C3OC(C)(C)C=CC=3C3OC(C)C(C)C(O)C=3C=2OC(=O)C=1>CO.O=[Pt]=O>[CH3:20][C@@H:16]1[C@H:15]([OH:21])[C:14]2[C:9]3[O:8][C:6]([CH:5]=[C:4]([C:3]4[CH:28]=[CH:29][CH:30]=[CH:1][CH:2]=4)[C:10]=3[C:11]3[O:25][C:24]([CH3:27])([CH3:26])[CH:23]=[CH:22][C:12]=3[C:13]=2[O:18][C@H:17]1[CH3:19])=[O:7]. Procedure: This example illustrates the preparation of antiviral 7,8-dihydro compounds (FIG. 6) of series 2, specifically 7,8-dihydrocalanolide A (FIG. 6A), 7,8-dihydrocalanolide B (FIG. 6B), 7,8-dihydrocostatolide (FIG. 6), and 7,8-dihydrosoulattrolide (FIG. 6D) from the corresponding 7,8-unsaturated compounds of series 1. Of these six compounds, only one structure (7,8-dihydrocostatolide (FIG. 6C); Stout, G. H., et al., J. Org. Chem., 29, 3604-3609 (1964)) had been previously reported, however none of th... Starting materials: O=C([O-])O, CCOC(C)=O, C1CCOC1, [Na+], O=C(Nc1cccc(I)c1)Nc1cccc2c1CC(O)CC2, Cc1ccc(B(O)O)cc1, c1ccc(P(c2ccccc2)(c2ccccc2)[Pd](P(c2ccccc2)(c2ccccc2)c2ccccc2)(P(c2ccccc2)(c2ccccc2)c2ccccc2)P(c2ccccc2)(c2ccccc2)c2ccccc2)cc1. Product: Cc1ccc(-c2cccc(NC(=O)Nc3cccc4c3CC(O)CC4)c2)cc1. RXN SMILES: [C:33](=[O:34])([OH:35])[O-:36].[CH2:38]([O:39][C:40](=[O:41])[CH3:42])[CH3:43].[CH2:44]1[O:45][CH2:46][CH2:47][CH2:48]1.[Na+:37].[OH:1][CH:2]1[CH2:3][CH2:4][c:5]2[cH:6][cH:7][cH:8][c:9]([NH:12][C:13](=[O:14])[NH:15][c:16]3[cH:17][c:18]([I:22])[cH:19][cH:20][cH:21]3)[c:10]2[CH2:11]1.[c:23]1([CH3:32])[cH:24][cH:25][c:26]([B:29]([OH:30])[OH:31])[cH:27][cH:28]1.[cH:49]1[cH:50][cH:51][c:52]([P:53]([Pd:54]([P:55]([c:56]2[cH:57][cH:58][cH:59][cH:60][cH:61]2)([c:62]2[cH:63][cH:64][cH:65][cH:66][cH:67]2)[c:68]2[cH:69][cH:70][cH:71][cH:72][cH:73]2)([P:74]([c:75]2[cH:76][cH:77][cH:78][cH:79][cH:80]2)([c:81]2[cH:82][cH:83][cH:84][cH:85][cH:86]2)[c:87]2[cH:88][cH:89][cH:90][cH:91][cH:92]2)[P:93]([c:94]2[cH:95][cH:96][cH:97][cH:98][cH:99]2)([c:100]2[cH:101][cH:102][cH:103][cH:104][cH:105]2)[c:106]2[cH:107][cH:108][cH:109][cH:110][cH:111]2)([c:112]2[cH:113][cH:114][cH:115][cH:116][cH:117]2)[c:118]2[cH:119][cH:120][cH:121][cH:122][cH:123]2)[cH:124][cH:125]1>>[OH:1][CH:2]1[CH2:3][CH2:4][c:5]2[cH:6][cH:7][cH:8][c:9]([NH:12][C:13](=[O:14])[NH:15][c:16]3[cH:17][c:18](-[c:26]4[cH:25][cH:24][c:23]([CH3:32])[cH:28][cH:27]4)[cH:19][cH:20][cH:21]3)[c:10]2[CH2:11]1. Starting materials: [H-].[Na+] (Sodium hydride), COC(=O)C=1NC2=CC(=CC=C2C1)C (6-methylindole-2-carboxylic acid methyl ester), O (water), C(C)(=O)Cl (Acetyl chloride). The solvent is CN(C=O)C (N,N-dimethylformamide). Run at time 1.5 hour. The product is COC(=O)C=1N(C2=CC(=CC=C2C1)C)C(C)=O (1-acetyl-6-methylindole-2-carboxylic acid methyl ester). Isolated yield 65.5%. Reaction SMILES: [H-].[Na+].[CH3:3][O:4][C:5]([C:7]1[NH:8][C:9]2[C:14]([CH:15]=1)=[CH:13][CH:12]=[C:11]([CH3:16])[CH:10]=2)=[O:6].[C:17](Cl)(=[O:19])[CH3:18].O>CN(C)C=O>[CH3:3][O:4][C:5]([C:7]1[N:8]([C:17](=[O:19])[CH3:18])[C:9]2[C:14]([CH:15]=1)=[CH:13][CH:12]=[C:11]([CH3:16])[CH:10]=2)=[O:6] |f:0.1|. Reported procedure: Sodium hydride (4.70 g. of 50% dispersion in mineral oil) was added portionwise with stirring to a stirred solution of 6-methylindole-2-carboxylic acid methyl ester (18.0 g.) in dry N,N-dimethylformamide (100 ml.) and the mixture was stirred at room temperature for 1.5 hours. Acetyl chloride (8.0 g.) was then added dropwise with stirring and cooling and the resulting mixture was stirred at room temperature for 5 hours and then poured into water. The mixture was extracted several times with ethyl... As a reaction SMILES: [NH:1]1[CH2:6][CH2:5][O:4][CH2:3][CH2:2]1.[Cl:7][C:8]1[N:13]=[C:12](Cl)[C:11]([F:15])=[C:10]([Cl:16])[N:9]=1>C(O)C>[Cl:7][C:8]1[N:13]=[C:12]([N:1]2[CH2:6][CH2:5][O:4][CH2:3][CH2:2]2)[C:11]([F:15])=[C:10]([Cl:16])[N:9]=1. Conditions: temperature -20 celsius, time 3 hour. The reactants are N1CCOCC1 (morpholine), ClC1=NC(=C(C(=N1)Cl)F)Cl (2,4,6-trichloro-5-fluoropyrimidine). The solvent is C(C)O (ethanol), C(C)O (ethanol). Procedure details: A solution of morpholine (1.5 mL, 17.05 mmol) in ethanol (25 mL) was added to a cooled (−20° C.) solution of 2,4,6-trichloro-5-fluoropyrimidine (3.00 g, 14.93 mmol) in ethanol (150 mL) and the resulting mixture was stirred at −20° C. for 30 minutes and at ambient temperature for 3 hours. The solvent was evaporated under reduced pressure and the residue was partitioned between water and methylene chloride. The organic layer was separated, dried and the solvent evaporated under reduced pressure. T... The yield is 53.1%. Yields the product ClC1=NC(=C(C(=N1)N1CCOCC1)F)Cl (4-(2,6-Dichloro-5-fluoropyrimidin-4-yl)morpholine). Reactants: BrC1=CC=C(S1)C1=NC(=NC=C1)NC=1C=C(C=CC1)C(C)O (1-{3-[4-(5-Bromothiophen-2-yl)pyrimidin-2-ylamino]-phenyl}-ethanol), CC1=C(C(=CC=C1)C)B(O)O (2,6-dimethlphenylboronic acid). Reagents/catalysts: C1=CC=C(C=C1)P([C-]2C=CC=C2)C3=CC=CC=C3.C1=CC=C(C=C1)P([C-]2C=CC=C2)C3=CC=CC=C3.Cl[Pd]Cl.[Fe+2] (PdCl2(dppf)2). Run in C(=O)([O-])[O-].[Na+].[Na+] (Na2CO3), CS(=O)C (DMSO), CC(=O)N(C)C (DMA). Reaction conditions: time 900 second. Yields the product CC1=C(C(=CC=C1)C)C1=CC=C(S1)C1=NC(=NC=C1)NC=1C=C(C=CC1)C(C)O (3-{4-[5-(2,6-dimethylphenyl)-thiophen-2-yl]-pyrimidin-2-ylamino}-phenylethanol). Isolated yield 30.5%. As a reaction SMILES: Br[C:2]1[S:6][C:5]([C:7]2[CH:12]=[CH:11][N:10]=[C:9]([NH:13][C:14]3[CH:15]=[C:16]([CH:20]([OH:22])[CH3:21])[CH:17]=[CH:18][CH:19]=3)[N:8]=2)=[CH:4][CH:3]=1.[CH3:23][C:24]1[CH:29]=[CH:28][CH:27]=[C:26]([CH3:30])[C:25]=1B(O)O>CC(N(C)C)=O.C([O-])([O-])=O.[Na+].[Na+].CS(C)=O.C1C=CC(P(C2C=CC=CC=2)[C-]2C=CC=C2)=CC=1.C1C=CC(P(C2C=CC=CC=2)[C-]2C=CC=C2)=CC=1.Cl[Pd]Cl.[Fe+2]>[CH3:23][C:24]1[CH:29]=[CH:28][CH:27]=[C:26]([CH3:30])[C:25]=1[C:2]1[S:6][C:5]([C:7]2[CH:12]=[CH:11][N:10]=[C:9]([NH:13][C:14]3[CH:15]=[C:16]([CH:20]([OH:22])[CH3:21])[CH:17]=[CH:18][CH:19]=3)[N:8]=2)=[CH:4][CH:3]=1 |f:3.4.5,7.8.9.10|. Reported procedure: 1-{3-[4-(5-Bromothiophen-2-yl)pyrimidin-2-ylamino]-phenyl}-ethanol (15 mg, 0.04 mmol), 2,6-dimethlphenylboronic acid (7.2 mg, 0.048 mmol) and PdCl2(dppf)2 (1.6 mg, 0.002 mmol) were combined in Smith microwave vial (0.2-5.0 mL) in degassed DMA (300 uL) and 2 M Na2CO3 (250 uL). The mixture was micro waved at 165° C. for 900 s. The mixture was diluted with 500 uL DMSO and purified directly by preparative HPLC to afford 1-(3-{4-[5-(2,6-dimethylphenyl)-thiophen-2-yl]-pyrimidin-2-ylamino}-phenylethano...